This data is from the Open Reaction Database (ORD), a public repository of structured organic reaction records. The task is: describe an organic reaction: reactants, conditions, products, and yield Starting materials: N1=C(C=CC=C1)S(=O)CCCCOC=1C=C2C=CC(NC2=CC1)=O (6-[4-(2-pyridylsulfinyl)-butoxy]-carbostyril), OO (hydrogen peroxide). Yields the product N1=C(C=CC=C1)S(=O)(=O)CCCCOC=1C=C2C=CC(NC2=CC1)=O (6-[4-(2-Pyridyl-sulfonyl)-butoxy]-carbostyril). Reaction SMILES: [N:1]1[CH:6]=[CH:5][CH:4]=[CH:3][C:2]=1[S:7]([CH2:9][CH2:10][CH2:11][CH2:12][O:13][C:14]1[CH:15]=[C:16]2[C:21](=[CH:22][CH:23]=1)[NH:20][C:19](=[O:24])[CH:18]=[CH:17]2)=[O:8].[OH:25]O>>[N:1]1[CH:6]=[CH:5][CH:4]=[CH:3][C:2]=1[S:7]([CH2:9][CH2:10][CH2:11][CH2:12][O:13][C:14]1[CH:15]=[C:16]2[C:21](=[CH:22][CH:23]=1)[NH:20][C:19](=[O:24])[CH:18]=[CH:17]2)(=[O:25])=[O:8]. Reported procedure: Prepared analogous to Example 124 from 6-[4-(2-pyridylsulfinyl)-butoxy]-carbostyril and hydrogen peroxide.